Task: describe an organic reaction: reactants, conditions, products, and yield. Dataset: the Open Reaction Database (ORD), a public repository of structured organic reaction records Procedure details: This compound was prepared following the procedure described for compound 26A of example 26, except that 2-trifluoromethoxyaniline was used in place of 2-trifluoromethylaniline. Yield: 100%. Isolated yield 100.0%. The product is FC(OC1=C(C=CC=C1)NC(=O)C1CCCCC1)(F)F (N-(2-trifluoromethoxyphenyl)cyclohexanecarboxamide). As a reaction SMILES: FC(F)(F)[C:3]1[CH:8]=[CH:7][CH:6]=[CH:5][C:4]=1[NH:9][C:10]([CH:12]1[CH2:17][CH2:16][CH2:15][CH2:14][CH2:13]1)=[O:11].[F:20][C:21]([F:31])([F:30])[O:22]C1C=CC=CC=1N>>[F:20][C:21]([F:31])([F:30])[O:22][C:3]1[CH:8]=[CH:7][CH:6]=[CH:5][C:4]=1[NH:9][C:10]([CH:12]1[CH2:13][CH2:14][CH2:15][CH2:16][CH2:17]1)=[O:11]. Reactants: FC(C1=C(C=CC=C1)NC(=O)C1CCCCC1)(F)F (N-(2-trifluoromethylphenyl)cyclohexanecarboxamide), FC(OC1=C(N)C=CC=C1)(F)F (2-trifluoromethoxyaniline). The reactants are C(CCCCC)N=C=O (n-hexyl isocyanate), COC(C1=C(N=CC=C1)N)=O (2-aminonicotinic acid methyl ester). Solvent: N1=CC=CC=C1 (pyridine). Product: C(CCCCC)N1C(NC2=C(C1=O)C=CC=N2)=O (3-hexyl-1H-pyrido[2,3-d]pyrimidine-2,4-dione). Yield: 30.8%. As a reaction SMILES: [CH2:1]([N:7]=[C:8]=[O:9])[CH2:2][CH2:3][CH2:4][CH2:5][CH3:6].C[O:11][C:12](=O)[C:13]1[CH:18]=[CH:17][CH:16]=[N:15][C:14]=1[NH2:19]>N1C=CC=CC=1>[CH2:1]([N:7]1[C:12](=[O:11])[C:13]2[CH:18]=[CH:17][CH:16]=[N:15][C:14]=2[NH:19][C:8]1=[O:9])[CH2:2][CH2:3][CH2:4][CH2:5][CH3:6]. Reported procedure: 17.46 g (137.3 mmol, 20 ml)n-hexyl isocyanate was added to a suspension of 5.31 g (34.9 mmol) 2-aminonicotinic acid methyl ester in 130 ml dry pyridine. The mixture was refluxed for 24 hours. The pyridine was removed under reduced pressure and the residue was treated with 160 ml ethanol. The mixture was refluxed for 10 minutes. The crude 3-hexyl-1H-pyrido[2,3-d]pyrimidine-2,4-dione crystallized from the medium and was purified by preparative column chromatography on straight phase silica (eluent... Procedure: A mixture of o-anisoyl chloride (25.8 g, 0.15 mmol) and 1,4-dimethoxybenzene (37.2 g, 0.27 mol) was heated for 20 hours at 200° C., under N2. Distillation led to recovered 1,4-dimethoxybenzene (18.7 g), b.p. 232° C. (8 mm) followed by the title product, shown below, (25.4 g, 63%), b.p. 232° C. (7 mm) which was suitable for carrying forward to the next step. ##STR3## Starting materials: C(C=1C(=CC=CC1)OC)(=O)Cl (o-anisoyl chloride), COC1=CC=C(C=C1)OC (1,4-dimethoxybenzene). Reaction SMILES: [C:1](Cl)(=[O:10])[C:2]1[C:3]([O:8][CH3:9])=[CH:4][CH:5]=[CH:6][CH:7]=1.[CH3:12][O:13][C:14]1[CH:19]=[CH:18][C:17]([O:20][CH3:21])=[CH:16][CH:15]=1>>[CH3:12][O:13][C:14]1[CH:19]=[CH:18][C:17]([O:20][CH3:21])=[CH:16][C:15]=1[C:1]([C:2]1[CH:7]=[CH:6][CH:5]=[CH:4][C:3]=1[O:8][CH3:9])=[O:10]. Product: COC1=C(C(=O)C2=C(C=CC=C2)OC)C=C(C=C1)OC (2,2',5-Trimethoxybenzophenone). Conditions: temperature 200 celsius. Starting materials: C1CCOC1, O=C(Cl)c1ccc([N+](=O)[O-])c(Cl)c1, O=[N+]([O-])c1ccc(-c2ncco2)c(Cl)c1, [K+], [K+], Nc1ccccc1, [Na+], [Na+], O=C([O-])[O-], O, O=S([O-])S(=O)[O-], O=S1(=O)CCCC1, c1c[nH]nn1. The product is Nc1ccc(-c2ncco2)c(Cl)c1. As a reaction SMILES: [CH2:62]1[O:63][CH2:64][CH2:65][CH2:66]1.[Cl:1][c:2]1[cH:3][c:4]([C:11]([Cl:12])=[O:13])[cH:5][cH:6][c:7]1[N+:8]([O-:9])=[O:10].[Cl:25][c:26]1[cH:27][c:28]([N+:37]([O-:38])=[O:39])[cH:29][cH:30][c:31]1-[c:32]1[o:33][cH:34][cH:35][n:36]1.[K+:19].[K+:20].[NH2:40][c:41]1[cH:42][cH:43][cH:44][cH:45][cH:46]1.[Na+:53].[Na+:54].[O-:21][C:22]([O-:23])=[O:24].[OH2:67].[S:47]([S:48]([O-:49])=[O:50])([O-:51])=[O:52].[S:55]1(=[O:60])(=[O:61])[CH2:56][CH2:57][CH2:58][CH2:59]1.[nH:14]1[cH:15][cH:16][n:17][n:18]1>>[Cl:25][c:26]1[cH:27][c:28]([NH2:37])[cH:29][cH:30][c:31]1-[c:32]1[o:33][cH:34][cH:35][n:36]1.